The task is: describe an organic reaction: reactants, conditions, products, and yield. This data is from the Open Reaction Database (ORD), a public repository of structured organic reaction records. Starting materials: CC(=O)NCC(=O)O, Cl, CN(C(=O)N(C)C1CN(C(=O)C2CCNCC2)CC1c1ccc(F)cc1)c1cc(C(F)(F)F)cc(C(F)(F)F)c1. The product is CC(=O)NCC(=O)N1CCC(C(=O)N2CC(c3ccc(F)cc3)C(N(C)C(=O)N(C)c3cc(C(F)(F)F)cc(C(F)(F)F)c3)C2)CC1. RXN SMILES: [C:42]([CH3:43])(=[O:44])[NH:45][CH2:46][C:47](=[O:48])[OH:49].[ClH:1].[F:2][C:3]([c:4]1[cH:5][c:6]([N:14]([C:15](=[O:16])[N:17]([CH3:18])[CH:19]2[CH2:20][N:21]([C:31](=[O:32])[CH:33]3[CH2:34][CH2:35][NH:36][CH2:37][CH2:38]3)[CH2:22][CH:23]2[c:24]2[cH:25][cH:26][c:27]([F:30])[cH:28][cH:29]2)[CH3:39])[cH:7][c:8]([C:10]([F:11])([F:12])[F:13])[cH:9]1)([F:40])[F:41]>>[F:2][C:3]([c:4]1[cH:5][c:6]([N:14]([C:15](=[O:16])[N:17]([CH3:18])[CH:19]2[CH2:20][N:21]([C:31](=[O:32])[CH:33]3[CH2:34][CH2:35][N:36]([C:47]([CH2:46][NH:45][C:42]([CH3:43])=[O:44])=[O:48])[CH2:37][CH2:38]3)[CH2:22][CH:23]2[c:24]2[cH:25][cH:26][c:27]([F:30])[cH:28][cH:29]2)[CH3:39])[cH:7][c:8]([C:10]([F:11])([F:12])[F:13])[cH:9]1)([F:40])[F:41]. Starting materials: CC(=O)O, CCO, N#CCl, Nc1ccc(Cl)c(Cl)c1, [Na+], [OH-]. Yields the product N#CNc1ccc(Cl)c(Cl)c1. As a reaction SMILES: [CH3:13][C:14](=[O:15])[OH:16].[CH3:19][CH2:20][OH:21].[N:1]#[C:2][Cl:3].[NH2:4][c:5]1[cH:6][cH:7][c:8]([Cl:9])[c:10]([Cl:11])[cH:12]1.[Na+:18].[OH-:17]>>[N:1]#[C:2][NH:4][c:5]1[cH:6][cH:7][c:8]([Cl:9])[c:10]([Cl:11])[cH:12]1. The reactants are C(C)(=O)N1C(C(C2=CC(=CC=C12)[N+](=O)[O-])=C(C1=CC=CC=C1)OCC)=O (1-acetyl-3-{1-ethoxy-1-phenylmethylidene}-5-nitro-2-indolinone), NC1=CC=C(C=C1)C1=NN=NN1 (5-(4-amino-phenyl)-1H-tetrazole), N1CCCCC1 (piperidine), O (water). Run in CN(C)C=O (DMF). Yields the product N1N=NN=C1C1=CC=C(N\C(\C2=CC=CC=C2)=C\2/C(NC3=CC=C(C=C23)[N+](=O)[O-])=O)C=C1 (3-{(Z)-1-[4-(1H-tetrazol-5-yl)anilino]-1-phenylmethylidene}-5-nitro-2-indolinone). RXN SMILES: C([N:4]1[C:12]2[C:7](=[CH:8][C:9]([N+:13]([O-:15])=[O:14])=[CH:10][CH:11]=2)[C:6](=[C:16](OCC)[C:17]2[CH:22]=[CH:21][CH:20]=[CH:19][CH:18]=2)[C:5]1=[O:26])(=O)C.[NH2:27][C:28]1[CH:33]=[CH:32][C:31]([C:34]2[NH:38][N:37]=[N:36][N:35]=2)=[CH:30][CH:29]=1.N1CCCCC1.O>CN(C=O)C>[NH:38]1[C:34]([C:31]2[CH:32]=[CH:33][C:28]([NH:27]/[C:16](=[C:6]3\[C:5](=[O:26])[NH:4][C:12]4[C:7]\3=[CH:8][C:9]([N+:13]([O-:15])=[O:14])=[CH:10][CH:11]=4)/[C:17]3[CH:22]=[CH:21][CH:20]=[CH:19][CH:18]=3)=[CH:29][CH:30]=2)=[N:35][N:36]=[N:37]1. Procedure: Prepared by reacting 1-acetyl-3-{1-ethoxy-1-phenylmethylidene}-5-nitro-2-indolinone with 1.3 equivalents of 5-(4-amino-phenyl)-1H-tetrazole in DMF (125° C., for 2 hours), subsequent treatment with 6.7 equivalents of piperidine (20° C., 1 hour) and precipitation with water. The reactants are CN1C2CN(CC2CO1)C(=O)OCC (ethyl 2-methyl-3-oxa-2,7-diazabicyclo[3.3.0]octane-7-carboxylate), Ba(OH)2.8H2O, C([O-])([O-])=O.[K+].[K+] (Potassium carbonate). Solvent: O (water). Product: CN1C2CNCC2CO1 (2-Methyl-3-oxa-2,7-diazabicyclo[3.3.0]octane). Reaction SMILES: [CH3:1][N:2]1[O:9][CH2:8][CH:7]2[CH:3]1[CH2:4][N:5](C(OCC)=O)[CH2:6]2.C(=O)([O-])[O-].[K+].[K+]>O>[CH3:1][N:2]1[O:9][CH2:8][CH:7]2[CH:3]1[CH2:4][NH:5][CH2:6]2 |f:1.2.3|. Procedure: 13 g (65 mmol) of ethyl 2-methyl-3-oxa-2,7-diazabicyclo[3.3.0]octane-7-carboxylate are heated under reflux in 300 ml of water with 41 g of Ba(OH)2.8H2O overnight. Potassium carbonate is added, the barium carbonate which has precipitated out is filtered off with suction and the filtrate is extracted ten times with 100 ml of chloroform each time. The extract is dried over potassium carbonate and concentrated and the residue is distilled. Starting materials: ClN1C(CCC1=O)=O (N-chlorosuccinimide), CSC (dimethyl sulfide), C\C(=C/CO)\CCC=C(C)C ((E)-3,7-dimethyl-2,6-octadien-1-ol). Solvent: ClCCl (dichloromethane), ClCCl (dichloromethane). Run at temperature 0 celsius, time 1 hour. Yields the product C\C(=C/CCl)\CCC=C(C)C ((E)-3,7-Dimethyl-2,6-octadien-1-yl chloride). Yield: 93.1%. As a reaction SMILES: [Cl:1]N1C(=O)CCC1=O.CSC.[CH3:12]/[C:13](/[CH2:17][CH2:18][CH:19]=[C:20]([CH3:22])[CH3:21])=[CH:14]\[CH2:15]O>ClCCl>[CH3:12]/[C:13](/[CH2:17][CH2:18][CH:19]=[C:20]([CH3:22])[CH3:21])=[CH:14]\[CH2:15][Cl:1]. Procedure details: To a stirred solution of 4.75 g (35.6 mmol) of N-chlorosuccinimide in 180 mL of dichloromethane at -35° C. (internal thermometer) under argon was added 3.3 mL (45.4 mmol) of dimethyl sulfide over 10 minutes. The mixture was allowed to warm to 0° C. for 15 minutes then cooled again to -35° C. A solution of 5.0 g (32.4 mmol) of (E)-3,7-dimethyl-2,6-octadien-1-ol (geraniol) in 25 mL of dichloromethane was added dropwise over 10 minutes. After addition, the reaction was allowed to warm gradually to ... Starting materials: C(C)#N (acetonitrile), BrC1=CC2=C(NC(OC2=O)=O)C=C1 (6-bromo-1H-benzo[d][1,3]oxazine-2,4-dione), CNC(SC)=N (1,2-dimethyl-isothiourea), C([O-])([O-])=O.[Na+].[Na+] (sodium carbonate). The solvent is O (water). Yields the product BrC=1C=C2C(N=C(NC2=CC1)NC)=O (6-bromo-2-methylamino-1H-quinazolin-4-one). Yield: 65.0%. Reaction SMILES: [C:1](#[N:3])C.[Br:4][C:5]1[CH:16]=[CH:15][C:8]2[NH:9][C:10](=O)[O:11][C:12](=O)[C:7]=2[CH:6]=1.C[NH:18]C(=N)SC.C(=O)([O-])[O-].[Na+].[Na+]>O>[Br:4][C:5]1[CH:6]=[C:7]2[C:8](=[CH:15][CH:16]=1)[NH:9][C:10]([NH:3][CH3:1])=[N:18][C:12]2=[O:11] |f:3.4.5|. Procedure details: To a combined solution of acetonitrile (360 mL) and water (90 mL) was added 6-bromo-1H-benzo[d][1,3]oxazine-2,4-dione (24.2 g, 0.1 mol), 1,2-dimethyl-isothiourea hydriodic (23.2 g, 0.1 mol) followed by anhydrous sodium carbonate (11.7 g, 0.11 mol) and the mixture was heated to reflux for 3 hours. After cooling down, the precipitate was collected by filtration, washed with water to afford 6-bromo-2-methylamino-1H-quinazolin-4-one (16.5 g, 65 mmol, 65%) as a light yellow powder. 1H NMR (DMSO-d6): ... Starting materials: ClC1=C(C(=O)Cl)C=C(C=C1)Cl (2,5-Dichlorobenzoyl chloride), C(C)N (EtNH2). Yields the product C(C)NC(C1=C(C=CC(=C1)Cl)Cl)=O (N-ethyl-2,5-dichlorobenzamide). The yield is 84.5%. Reaction SMILES: [Cl:1][C:2]1[CH:10]=[CH:9][C:8]([Cl:11])=[CH:7][C:3]=1[C:4](Cl)=[O:5].[CH2:12]([NH2:14])[CH3:13]>>[CH2:12]([NH:14][C:4](=[O:5])[C:3]1[CH:7]=[C:8]([Cl:11])[CH:9]=[CH:10][C:2]=1[Cl:1])[CH3:13]. Procedure details: 2,5-Dichlorobenzoyl chloride (51 mmol) and 70% aq EtNH2 (130 mmol) were combined according to General Method E1 to afford 9.4 g of N-ethyl-2,5-dichlorobenzamide as a beige solid, an 85% yield. Starting materials: CCOC(=O)CCCCCCC1C(=O)CC(=O)C1=O, C=[N+]=[N-]. The product is CCOC(=O)CCCCCCC1=C(OC)C(=O)CC1=O. As a reaction SMILES: [C:1](=[O:2])([O:3][CH2:4][CH3:5])[CH2:6][CH2:7][CH2:8][CH2:9][CH2:10][CH2:11][CH:12]1[C:13](=[O:19])[CH2:14][C:15](=[O:18])[C:16]1=[O:17].[N+:20](=[N-:21])=[CH2:22]>>[C:1](=[O:2])([O:3][CH2:4][CH3:5])[CH2:6][CH2:7][CH2:8][CH2:9][CH2:10][CH2:11][C:12]1=[C:16]([O:17][CH3:22])[C:15](=[O:18])[CH2:14][C:13]1=[O:19]. Starting materials: N1C(=CC2=CC=CC=C12)C(=O)O (indol-2-carboxylic acid), C1CCOC1 (THF), N,N′-carbonyldiimidazol, 4, COC1=NC(=NC=C1)N1CCNCC1 (methoxy-2-(1-piperazinyl) pyrimidine). Solvent: O (H2O). Reaction conditions: time 8 hour. Yields the product N1C(=CC2=CC=CC=C12)C(=O)N1CCN(CC1)C1=NC=CC(=N1)OC (2-[4-(2-indolylcarbonyl)-1-piperazinyl]-4-methoxypyrimidine). Reaction SMILES: [NH:1]1[C:9]2[C:4](=[CH:5][CH:6]=[CH:7][CH:8]=2)[CH:3]=[C:2]1[C:10]([OH:12])=O.C1COCC1.[CH3:18][O:19][C:20]1[CH:25]=[CH:24][N:23]=[C:22]([N:26]2[CH2:31][CH2:30][NH:29][CH2:28][CH2:27]2)[N:21]=1>O>[NH:1]1[C:9]2[C:4](=[CH:5][CH:6]=[CH:7][CH:8]=2)[CH:3]=[C:2]1[C:10]([N:29]1[CH2:30][CH2:31][N:26]([C:22]2[N:21]=[C:20]([O:19][CH3:18])[CH:25]=[CH:24][N:23]=2)[CH2:27][CH2:28]1)=[O:12]. Procedure: To a solution of 0.83 g (5.15 mmol) of indol-2-carboxylic acid in 15 mL of dry THF 0.83 g (5.15 mmol) of N,N′-carbonyldiimidazol is added. After 30 minutes 1.0 g (5.15 mmol) of 4 methoxy-2-(1-piperazinyl) pyrimidine is added to the solution and it is left overnight with continuous stirring. The solvent is eliminated under reduced pressure and H2O added. This produces a precipitate which is filtered and dried, to give 1.7 g (5.04 mmol) of 2-[4-(2-indolylcarbonyl)-1-piperazinyl]-4-methoxypyrimidin...